The task is: describe an organic reaction: reactants, conditions, products, and yield. This data is from the Open Reaction Database (ORD), a public repository of structured organic reaction records. The reactants are C(C)(C)NC(OC(C)(C)C)=NC(C)C (N,N′-diisopropyl-O-tert-butylisourea), ice, C(=O)(OC(C)(C)C)N[C@H](CO)C(=O)O (N-BOC-D-serine), C(C)(C)NC(OC(C)(C)C)=NC(C)C (N,N′-diisopropyl-O-tert-butylisourea). Solvent: C(Cl)Cl (methylene chloride). Conditions: temperature 0 celsius, time 30 minute. The product is C(C)(C)(C)OC[C@@H](NC(=O)OC(C)(C)C)C(=O)O (O-tert-butyl-N-BOC-D-serine). Reaction SMILES: [C:1]([NH:8][C@@H:9]([C:12]([OH:14])=[O:13])[CH2:10][OH:11])([O:3][C:4]([CH3:7])([CH3:6])[CH3:5])=[O:2].C(NC(=NC(C)C)O[C:21]([CH3:24])([CH3:23])[CH3:22])(C)C>C(Cl)Cl>[C:21]([O:11][CH2:10][C@H:9]([C:12]([OH:14])=[O:13])[NH:8][C:1]([O:3][C:4]([CH3:7])([CH3:6])[CH3:5])=[O:2])([CH3:24])([CH3:23])[CH3:22]. Procedure: To an ice-cooled solution of N-BOC-D-serine (10 g, 48.7 mmol) in methylene chloride (50 ml) was added N,N′-diisopropyl-O-tert-butylisourea (35 ml, 3.5 M) via addition funnel, over 30 min. The reaction mixture was maintained at 0° C. for 2 hrs and then warmed to room temperature over night. The material was again cooled to 0° C. and a second portion of N,N′-diisopropyl-O-tert-butylisourea (28 ml, 3.5 M) was added. The material was stirred for 2 hrs at 0° C. and then warmed again to room temperatu... The reactants are O=Cc1ccc(Br)nc1, O=C([O-])[O-], Cc1cc(C)c(CNC(=O)c2cc(B3OC(C)(C)C(C)(C)O3)cc3c2cnn3C2CCCC2)c(=O)[nH]1, [Cs+], [Cs+], C1COCCO1, O, O, c1ccc(P(c2ccccc2)(c2ccccc2)[Pd](P(c2ccccc2)(c2ccccc2)c2ccccc2)(P(c2ccccc2)(c2ccccc2)c2ccccc2)P(c2ccccc2)(c2ccccc2)c2ccccc2)cc1. Yields the product Cc1cc(C)c(CNC(=O)c2cc(-c3ccc(C=O)cn3)cc3c2cnn3C2CCCC2)c(=O)[nH]1. As a reaction SMILES: [Br:37][c:38]1[n:39][cH:40][c:41]([CH:42]=[O:43])[cH:44][cH:45]1.[C:46](=[O:47])([O-:48])[O-:49].[CH:1]1([n:6]2[n:7][cH:8][c:9]3[c:10]([C:24](=[O:25])[NH:26][CH2:27][c:28]4[c:29](=[O:36])[nH:30][c:31]([CH3:35])[cH:32][c:33]4[CH3:34])[cH:11][c:12]([B:15]4[O:16][C:17]([CH3:18])([CH3:19])[C:20]([CH3:21])([CH3:22])[O:23]4)[cH:13][c:14]23)[CH2:2][CH2:3][CH2:4][CH2:5]1.[Cs+:50].[Cs+:51].[O:53]1[CH2:54][CH2:55][O:56][CH2:57][CH2:58]1.[OH2:52].[OH2:59].[cH:60]1[cH:61][cH:62][c:63]([P:64]([Pd:65]([P:66]([c:67]2[cH:68][cH:69][cH:70][cH:71][cH:72]2)([c:73]2[cH:74][cH:75][cH:76][cH:77][cH:78]2)[c:79]2[cH:80][cH:81][cH:82][cH:83][cH:84]2)([P:85]([c:86]2[cH:87][cH:88][cH:89][cH:90][cH:91]2)([c:92]2[cH:93][cH:94][cH:95][cH:96][cH:97]2)[c:98]2[cH:99][cH:100][cH:101][cH:102][cH:103]2)[P:104]([c:105]2[cH:106][cH:107][cH:108][cH:109][cH:110]2)([c:111]2[cH:112][cH:113][cH:114][cH:115][cH:116]2)[c:117]2[cH:118][cH:119][cH:120][cH:121][cH:122]2)([c:123]2[cH:124][cH:125][cH:126][cH:127][cH:128]2)[c:129]2[cH:130][cH:131][cH:132][cH:133][cH:134]2)[cH:135][cH:136]1>>[CH:1]1([n:6]2[n:7][cH:8][c:9]3[c:10]([C:24](=[O:25])[NH:26][CH2:27][c:28]4[c:29](=[O:36])[nH:30][c:31]([CH3:35])[cH:32][c:33]4[CH3:34])[cH:11][c:12](-[c:38]4[n:39][cH:40][c:41]([CH:42]=[O:43])[cH:44][cH:45]4)[cH:13][c:14]23)[CH2:2][CH2:3][CH2:4][CH2:5]1. Starting materials: ClC1=C(C=C(C=C1)[Mg]Br)F ((4-Chloro-3-fluorophenyl)magnesium bromide), CON(C(=O)[C@@H]1N(CCC1)C(=O)OC(C)(C)C)C ((R)-tert-butyl 2-(methoxy(methyl)carbamoyl)pyrrolidine-1-carboxylate). Run in C1CCOC1 (THF), C1CCOC1 (THF). Yields the product ClC1=C(C=C(C(=O)[C@@H]2N(CCC2)C(=O)OC(C)(C)C)C=C1)F ((R)-tert-butyl 2-(4-chloro-3-fluorobenzoyl)pyrrolidine-1-carboxylate). Isolated yield 60.9%. As a reaction SMILES: [Cl:1][C:2]1[CH:7]=[CH:6][C:5]([Mg]Br)=[CH:4][C:3]=1[F:10].CON(C)[C:14]([C@H:16]1[CH2:20][CH2:19][CH2:18][N:17]1[C:21]([O:23][C:24]([CH3:27])([CH3:26])[CH3:25])=[O:22])=[O:15]>C1COCC1>[Cl:1][C:2]1[CH:7]=[CH:6][C:5]([C:14]([C@H:16]2[CH2:20][CH2:19][CH2:18][N:17]2[C:21]([O:23][C:24]([CH3:27])([CH3:26])[CH3:25])=[O:22])=[O:15])=[CH:4][C:3]=1[F:10]. Procedure details: 0.5M (4-Chloro-3-fluorophenyl)magnesium bromide (22.5 mL, 11.2 mmol) as a solution in THF was added dropwise to a cold (0° C.) solution of (R)-tert-butyl 2-(methoxy(methyl)carbamoyl)pyrrolidine-1-carboxylate (1.45 g, 5.61 mmol) in THF (25 mL) under N2, and the reaction was allowed to warm up to room temperature overnight. The next morning, the mixture was placed in an ice bath and carefully quenched with ice. The reaction mixture was concentrated. The residue was treated for 1 hour with a soluti... Reactants: C1CC2CNCCN2C1, CS(C)=O, COc1cc(COc2cc(NC(=O)c3cnc(Cl)cn3)[nH]n2)cc(OC)c1. Product: COc1cc(COc2cc(NC(=O)c3cnc(N4CCN5CCCC5C4)cn3)[nH]n2)cc(OC)c1. As a reaction SMILES: [CH2:28]1[CH:29]2[N:30]([CH2:31][CH2:32][NH:33]1)[CH2:34][CH2:35][CH2:36]2.[CH3:37][S:38]([CH3:39])=[O:40].[Cl:1][c:2]1[n:3][cH:4][c:5]([C:8](=[O:9])[NH:10][c:11]2[nH:12][n:13][c:14]([O:16][CH2:17][c:18]3[cH:19][c:20]([O:26][CH3:27])[cH:21][c:22]([O:24][CH3:25])[cH:23]3)[cH:15]2)[n:6][cH:7]1>>[c:2]1([N:33]2[CH2:28][CH:29]3[N:30]([CH2:31][CH2:32]2)[CH2:34][CH2:35][CH2:36]3)[n:3][cH:4][c:5]([C:8](=[O:9])[NH:10][c:11]2[nH:12][n:13][c:14]([O:16][CH2:17][c:18]3[cH:19][c:20]([O:26][CH3:27])[cH:21][c:22]([O:24][CH3:25])[cH:23]3)[cH:15]2)[n:6][cH:7]1. The reactants are Cc1cnc(N2CCN(C(=O)c3ccc(Br)cc3S(C)(=O)=O)CC2)c(C)c1, CC(C)C1COC(=O)N1. The product is Cc1cnc(N2CCN(C(=O)c3ccc(N4C(=O)OCC4C(C)C)cc3S(C)(=O)=O)CC2)c(C)c1. RXN SMILES: [Br:1][c:2]1[cH:3][c:4]([S:24](=[O:25])(=[O:26])[CH3:27])[c:5]([C:8](=[O:9])[N:10]2[CH2:11][CH2:12][N:13]([c:16]3[n:17][cH:18][c:19]([CH3:23])[cH:20][c:21]3[CH3:22])[CH2:14][CH2:15]2)[cH:6][cH:7]1.[CH:28]([CH3:29])([CH3:30])[CH:31]1[NH:32][C:33](=[O:36])[O:34][CH2:35]1>>[c:2]1([N:32]2[CH:31]([CH:28]([CH3:29])[CH3:30])[CH2:35][O:34][C:33]2=[O:36])[cH:3][c:4]([S:24](=[O:25])(=[O:26])[CH3:27])[c:5]([C:8](=[O:9])[N:10]2[CH2:11][CH2:12][N:13]([c:16]3[n:17][cH:18][c:19]([CH3:23])[cH:20][c:21]3[CH3:22])[CH2:14][CH2:15]2)[cH:6][cH:7]1.